From a dataset of the Open Reaction Database (ORD), a public repository of structured organic reaction records. describe an organic reaction: reactants, conditions, products, and yield Reactants: C([O-])([O-])=O.[Na+].[Na+] (sodium carbonate), COC(CCCC(C1C[C@H]2[C@H](C[C@H]([C@@H]2\C=C\[C@H](CCCCC)OC2OCCCC2)OC2OCCCC2)O1)Br)=O ((13E)-(5RS,6RS,9α,11α,15S)-5-Bromo-6,9-epoxy-11,15-bis(tetrahydropyran-2-yloxy)prost-13-enoic acid methyl ester), C(CCC)[SnH](CCCC)CCCC (tri-n-butyl-tinhydride), N(=NC(C#N)(C)C)C(C#N)(C)C (2,2'-azobisisobutyronitrile). Solvent: C1=CC=CC=C1 (benzene). Yields the product COC(CCCCC1C[C@H]2[C@H](C[C@H]([C@@H]2\C=C\[C@H](CCCCC)OC2OCCCC2)OC2OCCCC2)O1)=O ((13E)-(6RS,9α,11α,15S)-6,9-Epoxy-11,15-bis(tetrahydropyran-2-yloxy)prost-13-enoic acid methyl ester). Isolated yield 92.4%. Reaction SMILES: [CH3:1][O:2][C:3](=[O:39])[CH2:4][CH2:5][CH2:6][CH:7](Br)[CH:8]1[O:37][C@H:11]2[CH2:12][C@@H:13]([O:30][CH:31]3[CH2:36][CH2:35][CH2:34][CH2:33][O:32]3)[C@H:14](/[CH:15]=[CH:16]/[C@@H:17]([O:23][CH:24]3[CH2:29][CH2:28][CH2:27][CH2:26][O:25]3)[CH2:18][CH2:19][CH2:20][CH2:21][CH3:22])[C@H:10]2[CH2:9]1.C([SnH](CCCC)CCCC)CCC.N(C(C)(C)C#N)=NC(C)(C)C#N.C(=O)([O-])[O-].[Na+].[Na+]>C1C=CC=CC=1>[CH3:1][O:2][C:3](=[O:39])[CH2:4][CH2:5][CH2:6][CH2:7][CH:8]1[O:37][C@H:11]2[CH2:12][C@@H:13]([O:30][CH:31]3[CH2:36][CH2:35][CH2:34][CH2:33][O:32]3)[C@H:14](/[CH:15]=[CH:16]/[C@@H:17]([O:23][CH:24]3[CH2:29][CH2:28][CH2:27][CH2:26][O:25]3)[CH2:18][CH2:19][CH2:20][CH2:21][CH3:22])[C@H:10]2[CH2:9]1 |f:3.4.5|. Reported procedure: In a Pyrex (registered Trade Mark) vessel, a solution of 540 mg of (13E)-(5RS,6RS,9α,11α,15S)-5-bromo-6,9-epoxy-11,15-bis(tetrahydropyran-2-yloxy)prost-13-enoic acid methyl ester (prepared as described in Example 1), 322 mg of tri-n-butyl-tinhydride and 24 mg of 2,2'-azobisisobutyronitrile in 6 ml of benzene was irradiated with light from a high pressure mercury lamp at room temperature for 30 minutes. To the reaction mixture was added an aqueous sodium carbonate solution and the mixture was ext... The reactants are I(=O)(=O)(=O)O (Periodic acid), II (iodine), S(O)(O)(=O)=O (sulfuric acid), ClC1=C(C(=CC=C1F)Cl)[C@@H](C)OC=1C(=NC=CC1)N (3-[(1R)-1-(2,6-dichloro-3-fluorophenyl)ethoxy]pyridin-2-amine). Solvent: C(C)(=O)O (acetic acid), O (H2O). Reaction conditions: temperature 80 celsius. Product: IC=1C=C(C(=NC1)N)O[C@H](C)C1=C(C(=CC=C1Cl)F)Cl (5-iodo-3-[(R)1-(2,6-dichloro-3-fluoro-phenyl)-ethoxy]-pyridin-2-ylamine). Isolated yield 120.0%. RXN SMILES: I(O)(=O)(=O)=O.[I:6]I.S(=O)(=O)(O)O.[Cl:13][C:14]1[C:19]([F:20])=[CH:18][CH:17]=[C:16]([Cl:21])[C:15]=1[C@H:22]([O:24][C:25]1[C:26]([NH2:31])=[N:27][CH:28]=[CH:29][CH:30]=1)[CH3:23]>C(O)(=O)C.O>[I:6][C:29]1[CH:30]=[C:25]([O:24][C@@H:22]([C:15]2[C:16]([Cl:21])=[CH:17][CH:18]=[C:19]([F:20])[C:14]=2[Cl:13])[CH3:23])[C:26]([NH2:31])=[N:27][CH:28]=1. Reported procedure: Periodic acid (60 mg, 0.24 mmol), iodine (130 mg, 0.5 mmol), and sulfuric acid (0.03 mL) were added sequentially to a stirred solution of 3-[(1R)-1-(2,6-dichloro-3-fluorophenyl)ethoxy]pyridin-2-amine (0.97 mmol) in a mixture of acetic acid (3 mL) and H2O (0.5 mL). The resulting solution was heated to 80° C. for 5 h. The cooled reaction mixture was quenched with Na2SO3 (80 mg) and basicified with saturated Na2CO3 (2×100 mL) to pH 7. CH2Cl2 (2×50 mL) was added to extract the aqueous solution. The ... Starting materials: CC(=O)Cl, COCCOCC(C)(C)c1ccc(N)cc1[N+](=O)[O-], ClCCl, [Na+], O=C([O-])O, O. Product: COCCOCC(C)(C)c1ccc(NC(C)=O)cc1[N+](=O)[O-]. As a reaction SMILES: [CH3:25][C:26]([Cl:27])=[O:28].[CH3:6][O:7][CH2:8][CH2:9][O:10][CH2:11][C:12]([CH3:13])([CH3:14])[c:15]1[c:16]([N+:22](=[O:23])[O-:24])[cH:17][c:18]([NH2:21])[cH:19][cH:20]1.[Cl:30][CH2:31][Cl:32].[Na+:5].[O-:1][C:2]([OH:3])=[O:4].[OH2:29]>>[CH3:6][O:7][CH2:8][CH2:9][O:10][CH2:11][C:12]([CH3:13])([CH3:14])[c:15]1[c:16]([N+:22](=[O:23])[O-:24])[cH:17][c:18]([NH:21][C:26]([CH3:25])=[O:28])[cH:19][cH:20]1. The product is CCCSc1csc(C(=O)O)c1S(=O)(=O)NC(C)(C)C. As a reaction SMILES: [CH2:18]([Li:19])[CH2:20][CH2:21][CH3:22].[CH2:1]([CH2:2][CH3:3])[S:4][c:5]1[c:6]([S:10](=[O:11])(=[O:12])[NH:13][C:14]([CH3:15])([CH3:16])[CH3:17])[cH:7][s:8][cH:9]1.[CH2:27]1[O:28][CH2:29][CH2:30][CH2:31]1.[CH3:32][CH2:33][CH2:34][CH2:35][CH2:36][CH3:37].[ClH:26].[O:23]=[C:24]=[O:25]>>[CH2:1]([CH2:2][CH3:3])[S:4][c:5]1[c:6]([S:10](=[O:11])(=[O:12])[NH:13][C:14]([CH3:15])([CH3:16])[CH3:17])[c:7]([C:24](=[O:23])[OH:25])[s:8][cH:9]1. Starting materials: [Li]CCCC, CCCSc1cscc1S(=O)(=O)NC(C)(C)C, C1CCOC1, CCCCCC, Cl, O=C=O. The reactants are ClC1=NC=C2C(C(=CN(C2=C1Cl)C1CC1)C(=O)O)=O (7,8-dichloro-1-cyclopropyl-1,4-dihydro-4-oxo-1,6-naphthyridine-3-carboxylic acid), [C@@H]12NCCC[C@H]2CNC1 ((1S,6S)-2,8-diazabicyclo[4.3.0]nonane). Solvent: CN(C=O)C (dimethylformamide), C(C)#N (acetonitrile). The product is ClC=1C(=NC=C2C(C(=CN(C12)C1CC1)C(=O)O)=O)N1C[C@@H]2CCCN[C@@H]2C1 (8Chloro-1-cyclopropyl-1,4-dihydro-7-[(1S,6S)-2,8-diazabicyclo[4.3.0]nonan-8-yl]-4-oxo-1,6-naphthyridine-3-carboxylic acid). Reaction SMILES: Cl[C:2]1[C:11]([Cl:12])=[C:10]2[C:5]([C:6](=[O:19])[C:7]([C:16]([OH:18])=[O:17])=[CH:8][N:9]2[CH:13]2[CH2:15][CH2:14]2)=[CH:4][N:3]=1.[C@@H:20]12[CH2:28][NH:27][CH2:26][C@@H:25]1[CH2:24][CH2:23][CH2:22][NH:21]2>CN(C)C=O.C(#N)C>[Cl:12][C:11]1[C:2]([N:27]2[CH2:28][C@@H:20]3[C@@H:25]([CH2:24][CH2:23][CH2:22][NH:21]3)[CH2:26]2)=[N:3][CH:4]=[C:5]2[C:10]=1[N:9]([CH:13]1[CH2:15][CH2:14]1)[CH:8]=[C:7]([C:16]([OH:18])=[O:17])[C:6]2=[O:19]. Reported procedure: 200 mg (0.67 mmol) of 7,8-dichloro-1-cyclopropyl-1,4-dihydro-4-oxo-1,6-naphthyridine-3-carboxylic acid are stirred with 190 mg (1.5 mmol) of (1S,6S)-2,8-diazabicyclo[4.3.0]nonane in a mixture of 1.7 ml of dimethylformamide and 1.7 ml of acetonitrile under argon overnight. The precipitate is isolated and washed with acetonitrile. The crude product is purified on silica gel (eluent: dichloromethane/methanol/aqueous ammonia solution 75:20:25).